Task: describe an organic reaction: reactants, conditions, products, and yield. Dataset: the Open Reaction Database (ORD), a public repository of structured organic reaction records Product: Cc1cc([N+](=O)[O-])cc(C(=O)Oc2ccccc2)c1C. Reaction SMILES: [C:15]([Cl:16])(=[O:17])[C:18]([Cl:19])=[O:20].[CH3:1][c:2]1[c:3]([C:4](=[O:5])[OH:6])[cH:7][c:8]([N+:12](=[O:13])[O-:14])[cH:9][c:10]1[CH3:11].[CH3:38][N:39]([CH3:40])[CH:41]=[O:42].[Cl:30][CH2:31][Cl:32].[ClH:29].[Na+:21].[O-:22][c:23]1[cH:24][cH:25][cH:26][cH:27][cH:28]1.[O:33]1[CH2:34][CH2:35][CH2:36][CH2:37]1>>[CH3:1][c:2]1[c:3]([C:4]([O:5][c:23]2[cH:24][cH:25][cH:26][cH:27][cH:28]2)=[O:6])[cH:7][c:8]([N+:12](=[O:13])[O-:14])[cH:9][c:10]1[CH3:11]. Reactants: O=C(Cl)C(=O)Cl, Cc1cc([N+](=O)[O-])cc(C(=O)O)c1C, CN(C)C=O, ClCCl, Cl, [Na+], [O-]c1ccccc1, C1CCOC1. Reactants: [Na] (sodium), C(C1=CC=CC=C1)N(CC(=O)C1=CC=C(C(C(=O)N)=C1)O)CC1=CC=CC=C1 (5-(N,N-dibenzylglycyl)-salicylamide), [H-].[Na+] (sodium hydride), O(C1=CC=CC=C1)CCBr (2-phenoxyethyl bromide). Solvent: O (water), CN(C=O)C (dimethylformamide), C(C)(=O)OCC (ethyl acetate). Yields the product C(C1=CC=CC=C1)N(CC(=O)C=1C=CC(=C(C(=O)N)C1)OCCOC1=CC=CC=C1)CC1=CC=CC=C1 (5-(N,N-Dibenzylglycyl)-2-(2-phenoxyethoxy)benzamide). As a reaction SMILES: [Na].[CH2:2]([N:9]([CH2:23][C:24]1[CH:29]=[CH:28][CH:27]=[CH:26][CH:25]=1)[CH2:10][C:11]([C:13]1[CH:21]=[C:17]([C:18]([NH2:20])=[O:19])[C:16]([OH:22])=[CH:15][CH:14]=1)=[O:12])[C:3]1[CH:8]=[CH:7][CH:6]=[CH:5][CH:4]=1.[H-].[Na+].[O:32]([CH2:39][CH2:40]Br)[C:33]1[CH:38]=[CH:37][CH:36]=[CH:35][CH:34]=1>CN(C)C=O.C(OCC)(=O)C.O>[CH2:23]([N:9]([CH2:2][C:3]1[CH:4]=[CH:5][CH:6]=[CH:7][CH:8]=1)[CH2:10][C:11]([C:13]1[CH:14]=[CH:15][C:16]([O:22][CH2:40][CH2:39][O:32][C:33]2[CH:38]=[CH:37][CH:36]=[CH:35][CH:34]=2)=[C:17]([CH:21]=1)[C:18]([NH2:20])=[O:19])=[O:12])[C:24]1[CH:29]=[CH:28][CH:27]=[CH:26][CH:25]=1 |f:2.3,^1:0|. Procedure: A solution of the sodium salt from 5-(N,N-dibenzylglycyl)-salicylamide (10 g) and sodium hydride (0.7 g) in dimethylformamide (50 ml) was heated at 100° for 2 hours with 2-phenoxyethyl bromide (6 g. ). The solution was evaporated under reduced pressure gave a yellow residue that was dissolved in ethyl acetate and water. The organic solution was washed three times with water, dried (MgSO4) and evaporated to leave the crude ether as a yellow oily solid, which was recrystallised from ethanol (150 m... Reaction SMILES: [CH2:18]1[O:19][CH2:20][CH2:21][CH2:22]1.[CH3:12][OH:13].[I:1][c:2]1[c:3]([C:9]([CH3:10])=[O:11])[cH:4][cH:5][cH:6][c:7]1[CH3:8].[NH2:14][CH2:15][CH2:16][OH:17]>>[I:1][c:2]1[c:3]([CH:9]([CH3:10])[OH:11])[cH:4][cH:5][cH:6][c:7]1[CH3:8]. Reactants: C1CCOC1, CO, CC(=O)c1cccc(C)c1I, NCCO. The product is Cc1cccc(C(C)O)c1I. The reactants are N#Cc1ccc2c(c1)CCCC2=O, O=C([O-])[O-], ClCCl, [K+], [K+], O, O=S(Cl)Cl, c1c[nH]cn1. As a reaction SMILES: [C:10](#[N:11])[c:12]1[cH:13][c:14]2[c:19]([cH:20][cH:21]1)[C:18](=[O:22])[CH2:17][CH2:16][CH2:15]2.[C:23](=[O:24])([O-:25])[O-:26].[CH2:29]([Cl:30])[Cl:31].[K+:27].[K+:28].[OH2:32].[S:1]([Cl:2])([Cl:3])=[O:4].[nH:5]1[cH:6][n:7][cH:8][cH:9]1>>[n:5]1([C:18]2=[CH:17][CH2:16][CH2:15][c:14]3[cH:13][c:12]([C:10]#[N:11])[cH:21][cH:20][c:19]32)[cH:6][n:7][cH:8][cH:9]1. Product: N#Cc1ccc2c(c1)CCC=C2n1ccnc1. The reactants are Cl (hydrochloric acid), [Sn](Cl)Cl (tin (II) chloride), S1C2=C(C=C1)C(C=1SC=CC1C2=O)=O (4,8-dihydrobenzo[1,2-b:4,5-b′]dithiophen-4,8-dione), C1(=CC(=CC=C1)[Mg]Br)C (m-tolylmagnesium bromide), C1(=CC(=CC=C1)[Mg]Br)C (m-tolylmagnesium bromide). Solvent: O1CCCC1 (tetrahydrofuran). The product is C1(=CC(=CC=C1)C1=C2C(SC=C2)=C(C2=C1SC=C2)C=2C=C(C=CC2)C)C (4,8-di-m-tolylbenzo[1,2-b:4,5-b′]dithiophene). Reaction SMILES: [S:1]1[CH:5]=[CH:4][C:3]2[C:6](=O)[C:7]3[S:8][CH:9]=[CH:10][C:11]=3[C:12](=O)[C:2]1=2.[C:15]1([CH3:23])[CH:20]=[CH:19][CH:18]=[C:17]([Mg]Br)[CH:16]=1.Cl.[Sn](Cl)Cl>O1CCCC1>[C:15]1([CH3:23])[CH:20]=[CH:19][CH:18]=[C:17]([C:6]2[C:7]3[S:8][CH:9]=[CH:10][C:11]=3[C:12]([C:12]3[CH:2]=[C:3]([CH3:4])[CH:6]=[CH:7][CH:11]=3)=[C:2]3[S:1][CH:5]=[CH:4][C:3]=23)[CH:16]=1. Reported procedure: A clean and dry 2000 ml round bottom flask equipped with reflux condenser, magnetic stir bar, and thermometer with adapter was prepared, purged, and then charged with 4,8-dihydrobenzo[1,2-b:4,5-b′]dithiophen-4,8-dione (7.34 g, 0.0333 mol). Anhydrous tetrahydrofuran (900.0 ml) was then added to this flask by cannula and stirring was initiated. Heat was applied to the reaction vessel to dissolve this material. The reaction vessel was placed into a water bath and m-tolylmagnesium bromide solution (... The yield is 102.9%. As a reaction SMILES: C([O:8][C:9]1[CH:21]=[CH:20][C:12]2[C:13]([C:16]([O:18][CH3:19])=[O:17])=[CH:14][O:15][C:11]=2[CH:10]=1)C1C=CC=CC=1>[Pd].CO>[OH:8][C:9]1[CH:21]=[CH:20][C:12]2[CH:13]([C:16]([O:18][CH3:19])=[O:17])[CH2:14][O:15][C:11]=2[CH:10]=1. Reaction conditions: time 8 hour. Reactants: C(C1=CC=CC=C1)OC1=CC2=C(C(=CO2)C(=O)OC)C=C1 (methyl 6-(benzyloxy)-1-benzofuran-3-carboxylate). Reagents/catalysts: [Pd] (Pd—C). The solvent is CO (MeOH). Product: OC1=CC2=C(C(CO2)C(=O)OC)C=C1 (Methyl 6-hydroxy-2,3-dihydro-1-benzofuran-3-carboxylate). Procedure: To a mixture of methyl 6-(benzyloxy)-1-benzofuran-3-carboxylate (10 g) and MeOH (200 mL) was added 10% Pd—C (2 g). The mixture was stirred under hydrogen atmosphere overnight. The catalyst was removed by filtration. The filtrate was concentrated in vacuo to give the title compound (7.08 g).